Dataset: the Open Reaction Database (ORD), a public repository of structured organic reaction records. Task: describe an organic reaction: reactants, conditions, products, and yield Starting materials: CC(=O)[O-], CS(=O)(=O)c1ccc(N2N=C(N)CC2=O)cc1, CO, [H][H], [NH4+]. Yields the product CC1C(=O)N(c2ccc(S(C)(=O)=O)cc2)N=C1N. RXN SMILES: [CH3:19][C:20](=[O:21])[O-:22].[CH3:1][S:2](=[O:3])(=[O:4])[c:5]1[cH:6][cH:7][c:8]([N:11]2[N:12]=[C:13]([NH2:17])[CH2:14][C:15]2=[O:16])[cH:9][cH:10]1.[CH3:25][OH:26].[H:23][H:24].[NH4+:18]>>[CH3:1][S:2](=[O:3])(=[O:4])[c:5]1[cH:6][cH:7][c:8]([N:11]2[N:12]=[C:13]([NH2:17])[CH:14]([CH3:19])[C:15]2=[O:16])[cH:9][cH:10]1. Starting materials: C(CC(=O)C)(=O)OCC (ethyl acetoacetate), FC1=C(C=C(C=C1)C(=C(C=CC=O)C1=NN=NN1C)C1=CC(=C(C=C1)F)C)C (5,5-bis(4-fluoro-3-methylphenyl)-4-(1-methyl-1H-tetrazol-5-yl)-2,4-pentadienal), [H-].[Na+] (NaH), [Li]CCCC (n-BuLi). Run in O1CCCC1 (tetrahydrofuran), O1CCCC1 (tetrahydrofuran), CCCCCC (hexane). Run at temperature -78 celsius, time 15 minute. The product is FC1=C(C=C(C=C1)C(=C(C=CC(CC(CC(=O)OCC)=O)O)C1=NN=NN1C)C1=CC(=C(C=C1)F)C)C (Ethyl 9,9-bis(4-fluoro-3-methylphenyl)-5-hydroxy-8-(1-methyl-1H-tetrazol-5-yl)-3-oxo-6,8-nonadienoate). The yield is 48.6%. As a reaction SMILES: [C:1]([O:7][CH2:8][CH3:9])(=[O:6])[CH2:2][C:3]([CH3:5])=[O:4].[H-].[Na+].[Li]CCCC.[F:17][C:18]1[CH:23]=[CH:22][C:21]([C:24]([C:36]2[CH:41]=[CH:40][C:39]([F:42])=[C:38]([CH3:43])[CH:37]=2)=[C:25]([C:30]2[N:34]([CH3:35])[N:33]=[N:32][N:31]=2)[CH:26]=[CH:27][CH:28]=[O:29])=[CH:20][C:19]=1[CH3:44]>O1CCCC1.CCCCCC>[F:17][C:18]1[CH:23]=[CH:22][C:21]([C:24]([C:36]2[CH:41]=[CH:40][C:39]([F:42])=[C:38]([CH3:43])[CH:37]=2)=[C:25]([C:30]2[N:34]([CH3:35])[N:33]=[N:32][N:31]=2)[CH:26]=[CH:27][CH:28]([OH:29])[CH2:5][C:3](=[O:4])[CH2:2][C:1]([O:7][CH2:8][CH3:9])=[O:6])=[CH:20][C:19]=1[CH3:44] |f:1.2|. Reported procedure: A solution of the dianion of ethyl acetoacetate (1.42 mL, 11.1 mmoles) in dry tetrahydrofuran (15 mL) was generated as described in Example 10 using 450 mg (11.3 mmoles) of NaH (60% in mineral oil) and 4.5 mL (11.1 mmoles) of 2.5M n-BuLi in hexane at 0° C. under argon. The orange dianion solution, after being chilled to -78° C., was transferred via a cannula into a tetrahydrofuran (15 mL) solution containing 5,5-bis(4-fluoro-3-methylphenyl)-4-(1-methyl-1H-tetrazol-5-yl)-2,4-pentadienal (2.12 g, ... The reactants are [N+](=O)([O-])C=1C=C(C=CC1)NC1=C(C=O)C=CC=N1 (2-(3-nitrophenylamino)nicotinaldehyde), N1=CC=C(C=C1)CCCCCCCCC(=O)OC (methyl 9-(pyridin-4-yl)nonanoate), [Li+].CC(C)[N-]C(C)C (LDA). Run in CN(C)C=O (DMF). The product is [N+](=O)([O-])C=1C=C(C=CC1)N1C(C(=CC2=CC=CN=C12)CCCCCCCC1=CC=NC=C1)=O (1-(3-nitrophenyl)-3-[7-(pyridin-4-yl)heptyl]-1,8-naphthyridin-2(1H)-one). Reaction SMILES: [N+:1]([C:4]1[CH:5]=[C:6]([NH:10][C:11]2[N:18]=[CH:17][CH:16]=[CH:15][C:12]=2[CH:13]=O)[CH:7]=[CH:8][CH:9]=1)([O-:3])=[O:2].[N:19]1[CH:24]=[CH:23][C:22]([CH2:25][CH2:26][CH2:27][CH2:28][CH2:29][CH2:30][CH2:31][CH2:32][C:33](OC)=[O:34])=[CH:21][CH:20]=1.[Li+].CC([N-]C(C)C)C>CN(C=O)C>[N+:1]([C:4]1[CH:5]=[C:6]([N:10]2[C:11]3[C:12](=[CH:15][CH:16]=[CH:17][N:18]=3)[CH:13]=[C:32]([CH2:31][CH2:30][CH2:29][CH2:28][CH2:27][CH2:26][CH2:25][C:22]3[CH:21]=[CH:20][N:19]=[CH:24][CH:23]=3)[C:33]2=[O:34])[CH:7]=[CH:8][CH:9]=1)([O-:3])=[O:2] |f:2.3|. Procedure details: The procedure of Example 1 was repeated using 2-(3-nitrophenylamino)nicotinaldehyde (1.0 eq.), methyl 9-(pyridin-4-yl)nonanoate (1.5 eq., prepared in Synthetic Example 16) and LDA (1.5 eq.) to obtain 1-(3-nitrophenyl)-3-[7-(pyridin-4-yl)heptyl]-1,8-naphthyridin-2(1H)-one, mp 189 to 192° C./DMF, wherein the product was purified through silica gel column chromatography and recrystallization. The reactants are Cl (HCl), C([O-])(O)=O.[Na+] (sodium bicarbonate), [N-]=[N+]=[N-].[Na+] (sodium azide), C(C)(=O)OCC=1CS[C@H]2N(C1C(=O)O)C(C2N)=O (3-acetoxymethyl-7-aminoceph-3-em-4-carboxylic acid), C([O-])(O)=O.[Na+] (sodium bicarbonate), Cl (HCl). The solvent is P(=O)([O-])([O-])[O-] (phosphate). Yields the product NC1[C@@H]2N(C(=C(CS2)CN=[N+]=[N-])C(=O)O)C1=O (7-amino-3-azidomethylceph-3-em-4-carboxylic acid). Yield: 40.0%. As a reaction SMILES: C(O[CH2:5][C:6]1[CH2:7][S:8][C@@H:9]2[CH:16]([NH2:17])[C:15](=[O:18])[N:10]2[C:11]=1[C:12]([OH:14])=[O:13])(=O)C.[N-:19]=[N+:20]=[N-:21].[Na+].C(=O)(O)[O-].[Na+].Cl>P([O-])([O-])([O-])=O>[NH2:17][CH:16]1[C:15](=[O:18])[N:10]2[C:11]([C:12]([OH:14])=[O:13])=[C:6]([CH2:5][N:19]=[N+:20]=[N-:21])[CH2:7][S:8][C@H:9]12 |f:1.2,3.4|. Procedure details: To a stirred suspension of 3-acetoxymethyl-7-aminoceph-3-em-4-carboxylic acid (45.3 g.) in a phosphate buffer (pH 6.4; 700 ml.) was added sodium azide (10.8 g.), then in small portions sodium bicarbonate (14 g.). The stirred mixture was then immersed in a 60° bath for 6 hours, the pH being maintained at 6.4 by addition of 2N aqueous HCl or 5% w/v aqueous sodium bicarbonate solutions. After cooling the pH of the mixture was adjusted to 3-3.5 with 2N aqueous HCl. The resulting precipitate was sepa... Starting materials: C(=O)(Cl)Cl (phosgene), C1(=CC=CC=C1)C (toluene), FC1=C(CN)C=C(C=C1)C(F)(F)F (2-fluoro-5-trifluoromethyl benzyl amine), CN(C)C1=CC=CC2=C1C(=CC=C2)N(C)C (Proton sponge), solution. Run in C(Cl)Cl (methylene chloride). Conditions: temperature 25 celsius, time 1 hour. Product: FC1=C(CN=C=O)C=C(C=C1)C(F)(F)F (2-Fluoro-5-trifluoromethylbenzylisocyanate). RXN SMILES: [F:1][C:2]1[CH:9]=[CH:8][C:7]([C:10]([F:13])([F:12])[F:11])=[CH:6][C:3]=1[CH2:4][NH2:5].CN(C1C2C(N(C)C)=CC=CC=2C=CC=1)C.[C:30](Cl)(Cl)=[O:31].C1(C)C=CC=CC=1>C(Cl)Cl>[F:1][C:2]1[CH:9]=[CH:8][C:7]([C:10]([F:11])([F:12])[F:13])=[CH:6][C:3]=1[CH2:4][N:5]=[C:30]=[O:31]. Procedure: To a methylene chloride solution of commercially available 2-fluoro-5-trifluoromethyl benzyl amine(5.23 mmol) at 0° C. was added solid Proton sponge (5.23 mmol) then a 20% solution of phosgene in toluene (5.23 mmol). The solution was stirred at 25° C. for 1 hour and then washed with 1N HCl (40 mL). The methylene chloride was then dried with sodium sulfate and evaporated to provide the title compound. 1H-NMR (CDCl3): 7.7 ppm (t, 1H); 7.60 ppm (m, 1H); 7.2 ppm (m, 1H); 4.64 ppm (s, 2H). The reactants are C1CCOC1, COC(=O)c1ccc(OCCc2c(CCN=[N+]=[N-])n(C(c3ccccc3)c3ccccc3)c3ccc(Cl)cc23)cc1OC(C)C, O, c1ccc(P(c2ccccc2)c2ccccc2)cc1. The product is COC(=O)c1ccc(OCCc2c(CCN)n(C(c3ccccc3)c3ccccc3)c3ccc(Cl)cc23)cc1OC(C)C. As a reaction SMILES: [CH2:66]1[O:67][CH2:68][CH2:69][CH2:70]1.[CH3:20][O:21][C:22]([c:23]1[c:24]([O:60][CH:61]([CH3:62])[CH3:63])[cH:25][c:26]([O:29][CH2:30][CH2:31][c:32]2[c:33]([CH2:55][CH2:56][N:57]=[N+:58]=[N-:59])[n:34]([CH:42]([c:43]3[cH:44][cH:45][cH:46][cH:47][cH:48]3)[c:49]3[cH:50][cH:51][cH:52][cH:53][cH:54]3)[c:35]3[cH:36][cH:37][c:38]([Cl:41])[cH:39][c:40]23)[cH:27][cH:28]1)=[O:64].[OH2:65].[c:1]1([P:2]([c:3]2[cH:4][cH:5][cH:6][cH:7][cH:8]2)[c:9]2[cH:10][cH:11][cH:12][cH:13][cH:14]2)[cH:15][cH:16][cH:17][cH:18][cH:19]1>>[CH3:20][O:21][C:22]([c:23]1[c:24]([O:60][CH:61]([CH3:62])[CH3:63])[cH:25][c:26]([O:29][CH2:30][CH2:31][c:32]2[c:33]([CH2:55][CH2:56][NH2:57])[n:34]([CH:42]([c:43]3[cH:44][cH:45][cH:46][cH:47][cH:48]3)[c:49]3[cH:50][cH:51][cH:52][cH:53][cH:54]3)[c:35]3[cH:36][cH:37][c:38]([Cl:41])[cH:39][c:40]23)[cH:27][cH:28]1)=[O:64].